This data is from the Open Reaction Database (ORD), a public repository of structured organic reaction records. The task is: describe an organic reaction: reactants, conditions, products, and yield Reactants: CC(C)(C)OC(=O)NCC#Cc1ccc(C(=O)NCCc2ccc3c(c2)c(C(N)=S)cn3C(=O)OC(C)(C)C)cc1, CI, CC(=O)[O-], CC(C)=O, CO, [NH4+]. Yields the product CC(C)(C)OC(=O)NCC#Cc1ccc(C(=O)NCCc2ccc3c(c2)c(C(=N)N)cn3C(=O)OC(C)(C)C)cc1. As a reaction SMILES: [C:1]([CH3:2])([CH3:3])([CH3:4])[O:5][C:6](=[O:7])[NH:8][CH2:9][C:10]#[C:11][c:12]1[cH:13][cH:14][c:15]([C:16](=[O:17])[NH:18][CH2:19][CH2:20][c:21]2[cH:22][c:23]3[c:24]([C:37]([NH2:38])=[S:39])[cH:25][n:26]([C:30](=[O:31])[O:32][C:33]([CH3:34])([CH3:35])[CH3:36])[c:27]3[cH:28][cH:29]2)[cH:40][cH:41]1.[CH3:42][I:43].[CH3:45][C:46](=[O:47])[O-:48].[CH3:49][C:50](=[O:51])[CH3:52].[CH3:53][OH:54].[NH4+:44]>>[C:1]([CH3:2])([CH3:3])([CH3:4])[O:5][C:6](=[O:7])[NH:8][CH2:9][C:10]#[C:11][c:12]1[cH:13][cH:14][c:15]([C:16](=[O:17])[NH:18][CH2:19][CH2:20][c:21]2[cH:22][c:23]3[c:24]([C:37]([NH2:38])=[NH:44])[cH:25][n:26]([C:30](=[O:31])[O:32][C:33]([CH3:34])([CH3:35])[CH3:36])[c:27]3[cH:28][cH:29]2)[cH:40][cH:41]1. Reactants: CC(C)(C)Cn1c(CN2CCN(C(=NC(=O)OC(C)(C)C)NC(=O)OC(C)(C)C)CC2)cc2cnc(C#N)nc21, CCOC(C)=O, CO, ClCCl, Cl, C1COCCO1, O. Product: CC(C)(C)Cn1c(CN2CCN(C(=N)N)CC2)cc2cnc(C#N)nc21. Reaction SMILES: [C:1]([O:2][C:3](=[O:4])[NH:7][C:8]([N:9]1[CH2:10][CH2:11][N:12]([CH2:15][c:16]2[cH:17][c:18]3[c:19]([n:20][c:21]([C:24]#[N:25])[n:22][cH:23]3)[n:26]2[CH2:27][C:28]([CH3:29])([CH3:30])[CH3:31])[CH2:13][CH2:14]1)=[N:32][C:5]([O:6][C:33]([CH3:34])([CH3:35])[CH3:36])=[O:37])([CH3:38])([CH3:39])[CH3:40].[CH3:43][CH2:44][O:45][C:46]([CH3:47])=[O:48].[CH3:55][OH:56].[Cl:57][CH2:58][Cl:59].[ClH:41].[O:49]1[CH2:50][CH2:51][O:52][CH2:53][CH2:54]1.[OH2:42]>>[NH:7]=[C:8]([N:9]1[CH2:10][CH2:11][N:12]([CH2:15][c:16]2[cH:17][c:18]3[c:19]([n:20][c:21]([C:24]#[N:25])[n:22][cH:23]3)[n:26]2[CH2:27][C:28]([CH3:29])([CH3:30])[CH3:31])[CH2:13][CH2:14]1)[NH2:32]. The reactants are O=C([O-])[O-], CCOP(=O)(CCl)OCC, CCO, [K+], [K+], O=C(O)c1ccc(CN2CCNCC2)cc1. Yields the product CCOP(=O)(CN1CCN(Cc2ccc(C(=O)O)cc2)CC1)OCC. As a reaction SMILES: [C:27](=[O:28])([O-:29])[O-:30].[CH2:17]([CH3:18])[O:19][P:20]([O:21][CH2:22][CH3:23])(=[O:24])[CH2:25][Cl:26].[CH3:33][CH2:34][OH:35].[K+:31].[K+:32].[N:1]1([CH2:7][c:8]2[cH:9][cH:10][c:11]([C:12](=[O:13])[OH:14])[cH:15][cH:16]2)[CH2:2][CH2:3][NH:4][CH2:5][CH2:6]1>>[N:1]1([CH2:7][c:8]2[cH:9][cH:10][c:11]([C:12](=[O:13])[OH:14])[cH:15][cH:16]2)[CH2:2][CH2:3][N:4]([CH2:25][P:20]([O:19][CH2:17][CH3:18])([O:21][CH2:22][CH3:23])=[O:24])[CH2:5][CH2:6]1. Reactants: CN(C(C)=O)C1=CC(=CC=C1)C=1N=NC(=CC1)Cl (N-methyl-N-[3-(6-chloro-3-pyridazinyl)phenyl]acetamide), CNC(NN)=S (4-methylthiosemicarbazide). The solvent is C(C)O (ethanol). Yields the product CN(C(C)=O)C1=CC(=CC=C1)C=1C=CC=2N(N1)C(=NN2)NC (N-Methyl-N-[3-[3-(methylamino)-1,2,4-triazolo[4,3-b]pyridazin-6-yl]phenyl]acetamide). Isolated yield 30.9%. RXN SMILES: [CH3:1][N:2]([C:6]1[CH:11]=[CH:10][CH:9]=[C:8]([C:12]2[N:13]=[N:14][C:15](Cl)=[CH:16][CH:17]=2)[CH:7]=1)[C:3](=[O:5])[CH3:4].[CH3:19][NH:20][C:21](=S)[NH:22][NH2:23]>C(O)C>[CH3:1][N:2]([C:6]1[CH:11]=[CH:10][CH:9]=[C:8]([C:12]2[CH:17]=[CH:16][C:15]3[N:14]([C:21]([NH:20][CH3:19])=[N:22][N:23]=3)[N:13]=2)[CH:7]=1)[C:3](=[O:5])[CH3:4]. Procedure details: A solution of 6.0 g N-methyl-N-[3-(6-chloro-3-pyridazinyl)phenyl]acetamide and 4.8 g 4-methylthiosemicarbazide in 200 ml ethanol was refluxed for 5 hours and treated in similar fashion in Example 67. Chromatography on silica gel with dichloromethane-methanol (96:4) and recrystalization from dichloromethane-hexane afforded 2.1 g yellow crystals, mp 213°-215° C. Starting materials: ClC(C(=O)OCC=1CS[C@H]2N(C1C(=O)O)C([C@H]2NC(CC=2SC=CC2)=O)=O)Cl (3-Dichloroacetoxymethyl-7β-(2'-thienylacetamido)ceph-3-em-4-carboxylic acid), CCOCC (ether). The solvent is C(C)O (ethanol), C(C)(=O)OCC (ethyl acetate), C(C)(=O)OCC (ethyl acetate). The product is C(C)OCC=1CS[C@H]2N(C1C(=O)O)C([C@H]2NC(CC=2SC=CC2)=O)=O (3-Ethoxymethyl-7β-(2'-thienylacetamido)ceph-3-em-4-carboxylic acid). Reaction SMILES: Cl[CH:2](Cl)[C:3]([O:5][CH2:6][C:7]1[CH2:8][S:9][C@@H:10]2[C@H:17]([NH:18][C:19](=[O:26])[CH2:20][C:21]3[S:22][CH:23]=[CH:24][CH:25]=3)[C:16](=[O:27])[N:11]2[C:12]=1[C:13]([OH:15])=[O:14])=O.CCOCC>C(O)C.C(OCC)(=O)C>[CH2:3]([O:5][CH2:6][C:7]1[CH2:8][S:9][C@@H:10]2[C@H:17]([NH:18][C:19](=[O:26])[CH2:20][C:21]3[S:22][CH:23]=[CH:24][CH:25]=3)[C:16](=[O:27])[N:11]2[C:12]=1[C:13]([OH:15])=[O:14])[CH3:2]. Procedure details: 3-Dichloroacetoxymethyl-7β-(2'-thienylacetamido)ceph-3-em-4-carboxylic acid (4.74 g.) was refluxed in ethanol (175 ml.) for 60 minutes; the mixture was filtered and the filtrate evaporated to give an oil. Trituration with ethyl acetate gave a solid (354 mg.), which was discarded. The ethyl acetate solution was extracted with sodium bicarbonate solution; the aqueous layer was then acidified and extracted with ethyl acetate. On drying and evaporation this solution gave a gum (3.34 g.), which was r... Starting materials: CC(=O)O[BH-](OC(C)=O)OC(C)=O, CCOC(=O)C1CCN(C(=O)c2cccc(C(c3cccc(O)c3)N3CC(C)NCC3C)c2)CC1, CC(=O)O, CN(C)C=O, O=Cc1ccccc1, [Na+]. Product: CCOC(=O)C1CCN(C(=O)c2cccc(C(c3cccc(O)c3)N3CC(C)N(Cc4ccccc4)CC3C)c2)CC1. RXN SMILES: [C:1]([O:2][BH-:3]([O:4][C:5](=[O:6])[CH3:7])[O:8][C:9](=[O:10])[CH3:11])(=[O:12])[CH3:13].[CH2:15]([CH3:16])[O:17][C:18](=[O:19])[CH:20]1[CH2:21][CH2:22][N:23]([C:26]([c:27]2[cH:28][c:29]([CH:33]([c:34]3[cH:35][c:36]([OH:40])[cH:37][cH:38][cH:39]3)[N:41]3[CH:42]([CH3:48])[CH2:43][NH:44][CH:45]([CH3:47])[CH2:46]3)[cH:30][cH:31][cH:32]2)=[O:49])[CH2:24][CH2:25]1.[CH3:58][C:59](=[O:60])[OH:61].[CH3:62][N:63]([CH3:64])[CH:65]=[O:66].[CH:50](=[O:51])[c:52]1[cH:53][cH:54][cH:55][cH:56][cH:57]1.[Na+:14]>>[CH2:15]([CH3:16])[O:17][C:18](=[O:19])[CH:20]1[CH2:21][CH2:22][N:23]([C:26]([c:27]2[cH:28][c:29]([CH:33]([c:34]3[cH:35][c:36]([OH:40])[cH:37][cH:38][cH:39]3)[N:41]3[CH:42]([CH3:48])[CH2:43][N:44]([CH2:50][c:52]4[cH:53][cH:54][cH:55][cH:56][cH:57]4)[CH:45]([CH3:47])[CH2:46]3)[cH:30][cH:31][cH:32]2)=[O:49])[CH2:24][CH2:25]1.